This data is from the Open Reaction Database (ORD), a public repository of structured organic reaction records. The task is: describe an organic reaction: reactants, conditions, products, and yield Starting materials: O=C([O-])O, C1CCOC1, Cc1cc(C(=O)O)cc(Cl)n1, Cl, [Na+]. Product: Cc1cc(CO)cc(Cl)n1. RXN SMILES: [C:13](=[O:14])([OH:15])[O-:16].[CH2:18]1[O:19][CH2:20][CH2:21][CH2:22]1.[Cl:1][c:2]1[n:3][c:4]([CH3:11])[cH:5][c:6]([C:8](=[O:9])[OH:10])[cH:7]1.[ClH:12].[Na+:17]>>[Cl:1][c:2]1[n:3][c:4]([CH3:11])[cH:5][c:6]([CH2:8][OH:9])[cH:7]1. The reactants are C(C)(=O)[O-].[Pb+2].C(C)(=O)[O-] (lead (II) acetate), COCC(=O)O (methoxyacetic acid). Conditions: temperature 100 celsius. The product is COCC(=O)[O-].[Pb+2].COCC(=O)[O-] (Lead (II) Methoxyacetate). RXN SMILES: C([O-])(=O)C.[Pb+2:5].C([O-])(=O)C.[CH3:10][O:11][CH2:12][C:13]([OH:15])=[O:14]>>[CH3:10][O:11][CH2:12][C:13]([O-:15])=[O:14].[Pb+2:5].[CH3:10][O:11][CH2:12][C:13]([O-:15])=[O:14] |f:0.1.2,4.5.6|. Procedure: A 500 mL round bottom flask was charged with lead (II) acetate (Alfa 10719, 50.4 g, 0.133 mol) and methoxyacetic acid (209.8 g, 2.3 mol). The contents of the reactor were heated to 100° C. with an external oil bath and the volatile materials were distilled at 100 to 50 torr, head temperature to 65° C. The distillate was identified as a mixture of acetic acid and methoxyacetic acid. The pressure was further reduced and the excess methoxyacetic acid was removed. The title product was isolated as a... Reactants: ClC=1C=C(C=NC1OC(C)C)C1=NC(=NO1)C1=C2C=CN=C(C2=CC=C1)CCC(=O)OC(C)(C)C (1,1-Dimethylethyl 3-[5-(5-{5-chloro-6-[(1-methylethyl)oxy]-3-pyridinyl}-1,2,4-oxadiazol-3-yl)-1-isoquinolinyl]propanoate). The solvent is Cl (hydrogen chloride), O1CCOCC1 (1,4-dioxane), CN1CCCC1=O (NMP). Conditions: time 2 hour. The product is ClC=1C=C(C=NC1OC(C)C)C1=NC(=NO1)C1=C2C=CN=C(C2=CC=C1)CCC(=O)O (3-[5-(5-{5-Chloro-6-[(1-methylethyl)oxy]-3-pyridinyl}-1,2,4-oxadiazol-3-yl)-1-isoquinolinyl]propanoic acid). Isolated yield 4.5%. As a reaction SMILES: [Cl:1][C:2]1[CH:3]=[C:4]([C:12]2[O:16][N:15]=[C:14]([C:17]3[CH:26]=[CH:25][CH:24]=[C:23]4[C:18]=3[CH:19]=[CH:20][N:21]=[C:22]4[CH2:27][CH2:28][C:29]([O:31]C(C)(C)C)=[O:30])[N:13]=2)[CH:5]=[N:6][C:7]=1[O:8][CH:9]([CH3:11])[CH3:10]>Cl.O1CCOCC1.CN1C(=O)CCC1>[Cl:1][C:2]1[CH:3]=[C:4]([C:12]2[O:16][N:15]=[C:14]([C:17]3[CH:26]=[CH:25][CH:24]=[C:23]4[C:18]=3[CH:19]=[CH:20][N:21]=[C:22]4[CH2:27][CH2:28][C:29]([OH:31])=[O:30])[N:13]=2)[CH:5]=[N:6][C:7]=1[O:8][CH:9]([CH3:10])[CH3:11]. Procedure details: 1,1-Dimethylethyl 3-[5-(5-{5-chloro-6-[(1-methylethyl)oxy]-3-pyridinyl}-1,2,4-oxadiazol-3-yl)-1-isoquinolinyl]propanoate (D53; 54 mg, 0.111 mmol) was dissolved in 4M hydrogen chloride in 1,4-dioxane (10 ml) and the mixture allowed to stand at room temperature for 2 h. The solvent was evaporated in vacuo to give a colourless gum which was triturated under dry ether (5 ml) to give a white solid which was dissolved in NMP (0.5 ml) and purified by Mass Directed Preparative HPLC (Supelcosil ABZ+Plus ... The reactants are ClCCl, OCC1CCOC1, O, Cc1ccc(S(=O)(=O)Cl)cc1, c1ccncc1. The product is Cc1ccc(S(=O)(=O)OCC2CCOC2)cc1. RXN SMILES: [Cl:20][CH2:21][Cl:22].[O:1]1[CH2:2][CH:3]([CH2:6][OH:7])[CH2:4][CH2:5]1.[OH2:19].[c:8]1([CH3:18])[cH:9][cH:10][c:11]([S:14](=[O:15])(=[O:16])[Cl:17])[cH:12][cH:13]1.[cH:23]1[cH:24][cH:25][n:26][cH:27][cH:28]1>>[O:1]1[CH2:2][CH:3]([CH2:6][O:7][S:14]([c:11]2[cH:10][cH:9][c:8]([CH3:18])[cH:13][cH:12]2)(=[O:15])=[O:16])[CH2:4][CH2:5]1. Starting materials: O (water), C([O-])([O-])=O.[Cs+].[Cs+] (caesium carbonate), FC(C(CCBr)C(F)(F)F)(F)F (4,4,4-trifluoro-3-(trifluoromethyl)butyl bromide), OC=1C=2N(C=C(C1)C)C(=C(N2)C)C(=O)OCC (ethyl 8-hydroxy-2,6-dimethylimidazo[1,2-a]pyridine-3-carboxylate). Solvent: CN(C)C=O (DMF). Reaction conditions: time 90 minute. Product: CC=1N=C2N(C=C(C=C2OCCC(C(F)(F)F)C(F)(F)F)C)C1C(=O)OCC (Ethyl 2,6-dimethyl-8-[4,4,4-trifluoro-3-(trifluoromethyl)butoxy]imidazo[1,2-a]pyridine-3-carboxylate). RXN SMILES: [OH:1][C:2]1[C:3]2[N:4]([C:9]([C:13]([O:15][CH2:16][CH3:17])=[O:14])=[C:10]([CH3:12])[N:11]=2)[CH:5]=[C:6]([CH3:8])[CH:7]=1.C(=O)([O-])[O-].[Cs+].[Cs+].[F:24][C:25]([F:35])([F:34])[CH:26]([C:30]([F:33])([F:32])[F:31])[CH2:27][CH2:28]Br.O>CN(C=O)C>[CH3:12][C:10]1[N:11]=[C:3]2[C:2]([O:1][CH2:28][CH2:27][CH:26]([C:25]([F:24])([F:34])[F:35])[C:30]([F:31])([F:33])[F:32])=[CH:7][C:6]([CH3:8])=[CH:5][N:4]2[C:9]=1[C:13]([O:15][CH2:16][CH3:17])=[O:14] |f:1.2.3|. Procedure details: 1.89 g (8.07 mmol) of ethyl 8-hydroxy-2,6-dimethylimidazo[1,2-a]pyridine-3-carboxylate Example 87A were initially charged in 60 ml of DMF, 7.89 g (24.2 mmol) of caesium carbonate and 2.30 g (8.88 mmol) of 4,4,4-trifluoro-3-(trifluoromethyl)butyl bromide were added and the reaction mixture was stirred at RT for 90 min. 60 ml of water were then added, the precipitated solid was filtered off and the filter residue was washed with 100 ml of water and twice with 20 ml of tert-butyl methyl ether. The ... Reagents/catalysts: O=C1C=CC=2C=CC=C(C3=CN=C(C=C3)C=4N=CC=CC4)C2N1, O1B(OC(C)(C)C1(C)C)B2OC(C)(C)C(O2)(C)C, [K].OC(C)(C)C, C[OH2+].C[OH2+].C1CC=CCCC=C1.C1CC=CCCC=C1.[Ir].[Ir]. Conditions: temperature 80 celsius, time 12 hour. Run in O1CCCC1. The reactants are O=C(C=1C=CC=CC1OC)N(C(C)C)C(C)C. Product: O=C(C1=CC(=CC=C1OC)B2OC(C)(C)C(O2)(C)C)N(C(C)C)C(C)C. Yield: 94.0%. Procedure details: In an argon filled glove box, a 5.0 mL wheaton microreactor was charged with [Ir(cod)(OMe)]2 (1.98 mg, 1.5 mol%), L1 ligand (2.1 mg, 3.5 mol%), B2pin2 (50.8 mg, 1.0 equiv.), KOtBu (1.0 mg, 4.5 mol%) and dry THF (1.0 mL). The reaction mixture was stirred for 2 minutes at room temperature. To this mixture, N,N-diisopropyl-2-methoxybenzamide (47.1 mg, 0.2 mmol) was added. The microreactor was capped with a teflon pressure cap and placed into pre-heated aluminum block at 80 oC. The reaction mixture ... The reactants are CCC(=O)C1C(=O)CC(C2CC3CC(C2C)C3(C)C)CC1=O, C=CCO[NH3+], CC(=O)[O-], CCO, [Cl-], [Na+]. Yields the product C=CCONC(CC)=C1C(=O)CC(C2CC3CC(C2C)C3(C)C)CC1=O. RXN SMILES: [C:1]([CH2:2][CH3:3])(=[O:4])[CH:5]1[C:6](=[O:22])[CH2:7][CH:8]([CH:12]2[CH:13]([CH3:21])[CH:14]3[C:15]([CH3:19])([CH3:20])[CH:16]([CH2:17]2)[CH2:18]3)[CH2:9][C:10]1=[O:11].[CH2:24]([CH:25]=[CH2:26])[O:27][NH3+:28].[CH3:30][C:31](=[O:32])[O-:33].[CH3:34][CH2:35][OH:36].[Cl-:23].[Na+:29]>>[C:1]([CH2:2][CH3:3])(=[C:5]1[C:6](=[O:22])[CH2:7][CH:8]([CH:12]2[CH:13]([CH3:21])[CH:14]3[C:15]([CH3:19])([CH3:20])[CH:16]([CH2:17]2)[CH2:18]3)[CH2:9][C:10]1=[O:11])[NH:28][O:27][CH2:24][CH:25]=[CH2:26].